Dataset: the Open Reaction Database (ORD), a public repository of structured organic reaction records. Task: describe an organic reaction: reactants, conditions, products, and yield The reactants are CCC(C)Br, O=C([O-])[O-], CC(C)=O, COc1cnc(-c2ccc(F)cc2)nc1-c1cccc(O)c1, [K+], [K+]. The product is CCC(C)Oc1cccc(-c2nc(-c3ccc(F)cc3)ncc2OC)c1. Reaction SMILES: [Br:29][CH:30]([CH3:31])[CH2:32][CH3:33].[C:23](=[O:24])([O-:25])[O-:26].[CH3:34][C:35](=[O:36])[CH3:37].[F:1][c:2]1[cH:3][cH:4][c:5](-[c:8]2[n:9][cH:10][c:11]([O:21][CH3:22])[c:12](-[c:14]3[cH:15][c:16]([OH:20])[cH:17][cH:18][cH:19]3)[n:13]2)[cH:6][cH:7]1.[K+:27].[K+:28]>>[F:1][c:2]1[cH:3][cH:4][c:5](-[c:8]2[n:9][cH:10][c:11]([O:21][CH3:22])[c:12](-[c:14]3[cH:15][c:16]([O:20][CH:30]([CH3:31])[CH2:32][CH3:33])[cH:17][cH:18][cH:19]3)[n:13]2)[cH:6][cH:7]1.